This data is from the Open Reaction Database (ORD), a public repository of structured organic reaction records. The task is: describe an organic reaction: reactants, conditions, products, and yield Reactants: C(C1=CC=CC=C1)OC1=C(C(=C(C(=C1C)C)C=O)C)C(CCCCCC(=O)OCC1=CC=CC=C1)C1=CC=C(C=C1)F (benzyl 7-(2-benzyloxy-5-formyl-3,4,6-trimethylphenyl)-7-(4-fluorophenyl)heptanoate), O (water). The reagents and catalysts are [Ag]=O (silver oxide). Run in O1CCOCC1 (dioxane). Conditions: time 12 day. The product is C(C1=CC=CC=C1)C(C(=O)O)CCCCC(C1=CC=C(C=C1)F)C1=C(C(=C(C(=C1C)C(=O)O)C)C)OCC1=CC=CC=C1 (benzyl 7-(2-benzyloxy-5-carboxy-3,4,6-trimethylphenyl)-7-(4fluorophenyl)heptanoic acid). As a reaction SMILES: [CH2:1]([O:8][C:9]1[C:14]([CH3:15])=[C:13]([CH3:16])[C:12]([CH:17]=[O:18])=[C:11]([CH3:19])[C:10]=1[CH:20]([C:36]1[CH:41]=[CH:40][C:39]([F:42])=[CH:38][CH:37]=1)[CH2:21][CH2:22][CH2:23][CH2:24][CH2:25][C:26]([O:28]CC1C=CC=CC=1)=[O:27])[C:2]1[CH:7]=[CH:6][CH:5]=[CH:4][CH:3]=1.[OH2:43]>O1CCOCC1.[Ag]=O>[CH2:1]([CH:25]([CH2:24][CH2:23][CH2:22][CH2:21][CH:20]([C:10]1[C:11]([CH3:19])=[C:12]([C:17]([OH:43])=[O:18])[C:13]([CH3:16])=[C:14]([CH3:15])[C:9]=1[O:8][CH2:1][C:2]1[CH:7]=[CH:6][CH:5]=[CH:4][CH:3]=1)[C:36]1[CH:41]=[CH:40][C:39]([F:42])=[CH:38][CH:37]=1)[C:26]([OH:28])=[O:27])[C:2]1[CH:7]=[CH:6][CH:5]=[CH:4][CH:3]=1. Reported procedure: To a solution benzyl 7-(2-benzyloxy-5-formyl-3,4,6-trimethylphenyl)-7-(4-fluorophenyl)heptanoate (2.3 g) in dioxane (20 ml) and water (2 ml) was added silver oxide (II) (4.5 g) and the mixture was stirred for 12 days. Insoluble materials were filtered off and washed with ethyl acetate. The washing was combined with the filtrate and the mixture was concentrated. Ethyl acetate was added and the mixture was washed with water and saturated saline and dried with anhydrous magnesium sulfate. The solve...